From a dataset of the Open Reaction Database (ORD), a public repository of structured organic reaction records. describe an organic reaction: reactants, conditions, products, and yield Starting materials: N1=CC=C(C=C1)N1CCC(CC1)C(=O)Cl (1-(4-pyridyl)piperidine-4-carbonyl chloride), Cl.NCCC(C(=O)N1CCCCC1)NC(CNS(=O)(=O)C1=CC2=CC=CC=C2C=C1)=O (N-[3-amino-1-(piperidinocarbonyl)propyl]-2-(2-naphthalenesulphonamido)-acetamide hydrochloride salt). Product: C1=C(C=CC2=CC=CC=C12)S(=O)(=O)NCC(=O)NC(CCNC(=O)C1CCN(CC1)C1=CC=NC=C1)C(=O)N1CCCCC1 (2-(2-naphthalenesulphonamido)-N-{1-piperidinocarbonyl-3-[1-(4-pyridyl)piperidin-4-ylcarbonylamino]-propyl}acetamide). Yield: 17.0%. As a reaction SMILES: [N:1]1[CH:6]=[CH:5][C:4]([N:7]2[CH2:12][CH2:11][CH:10]([C:13](Cl)=[O:14])[CH2:9][CH2:8]2)=[CH:3][CH:2]=1.Cl.[NH2:17][CH2:18][CH2:19][CH:20]([NH:29][C:30](=[O:46])[CH2:31][NH:32][S:33]([C:36]1[CH:45]=[CH:44][C:43]2[C:38](=[CH:39][CH:40]=[CH:41][CH:42]=2)[CH:37]=1)(=[O:35])=[O:34])[C:21]([N:23]1[CH2:28][CH2:27][CH2:26][CH2:25][CH2:24]1)=[O:22]>>[CH:37]1[C:38]2[C:43](=[CH:42][CH:41]=[CH:40][CH:39]=2)[CH:44]=[CH:45][C:36]=1[S:33]([NH:32][CH2:31][C:30]([NH:29][CH:20]([C:21]([N:23]1[CH2:28][CH2:27][CH2:26][CH2:25][CH2:24]1)=[O:22])[CH2:19][CH2:18][NH:17][C:13]([CH:10]1[CH2:11][CH2:12][N:7]([C:4]2[CH:5]=[CH:6][N:1]=[CH:2][CH:3]=2)[CH2:8][CH2:9]1)=[O:14])=[O:46])(=[O:35])=[O:34] |f:1.2|. Reported procedure: Using an analogous procedure to that described in Example 1, 1-(4-pyridyl)piperidine-4-carbonyl chloride was reacted with N-[3-amino-1-(piperidinocarbonyl)propyl]-2-(2-naphthalenesulphonamido)-acetamide hydrochloride salt to give 2-(2-naphthalenesulphonamido)-N-{1-piperidinocarbonyl-3-[1-(4-pyridyl)piperidin-4-ylcarbonylamino]-propyl}acetamide in 17% yield; The reactants are resultant mixture, CC1=CC(=NC=C1)N1CC(CC1)NC(=O)OC(C)(C)C (1-(4-methylpyridin-2-yl)-3-(tert-butoxycarbonylamino)pyrrolidine), Cl (hydrogen chloride). Solvent: ClCCl (dichloromethane), O1CCOCC1 (1,4-dioxane). Yields the product NC1CN(CC1)C1=NC=CC(=C1)C (3-amino-1-(4-methylpyridin-2-yl)pyrrolidine). The yield is 88.9%. RXN SMILES: [CH3:1][C:2]1[CH:7]=[CH:6][N:5]=[C:4]([N:8]2[CH2:12][CH2:11][CH:10]([NH:13]C(OC(C)(C)C)=O)[CH2:9]2)[CH:3]=1.Cl>ClCCl.O1CCOCC1>[NH2:13][CH:10]1[CH2:11][CH2:12][N:8]([C:4]2[CH:3]=[C:2]([CH3:1])[CH:7]=[CH:6][N:5]=2)[CH2:9]1. Reported procedure: To a solution of 1-(4-methylpyridin-2-yl)-3-(tert-butoxycarbonylamino)pyrrolidine (0.72 g) in dichloromethane (5 ml) was added a solution of hydrogen chloride in 1,4-dioxane (5 ml), and the resultant mixture was stirred at ambient temperature for 3 hours and evaporated under reduced pressure. To the residue was added 1N aqueous sodium hydroxide (30 ml) and extracted with ethyl acetate-tetrahydrofuran (2:1) three times. The combined organic layer was washed with brine, dried over sodium sulfate a...